From a dataset of the Open Reaction Database (ORD), a public repository of structured organic reaction records. describe an organic reaction: reactants, conditions, products, and yield The reactants are ClC1=C(C(=O)Cl)C=CC=C1C(F)(F)F (2-Chloro-3-(trifluoromethyl)benzoyl chloride), CC1=C(C(=O)O)C=CC=C1C(F)(F)F (2-methyl-3-(trifluoromethyl)benzoic acid), ClC1=C(C(=O)O)C=CC=C1C(F)(F)F (2-chloro-3-(trifluoromethyl)benzoic acid). The product is CC1=C(C(=O)Cl)C=CC=C1C(F)(F)F (2-methyl-3-(trifluoromethyl)benzoyl chloride). As a reaction SMILES: Cl[C:2]1[C:10]([C:11]([F:14])([F:13])[F:12])=[CH:9][CH:8]=[CH:7][C:3]=1[C:4]([Cl:6])=[O:5].[CH3:15]C1C(C(F)(F)F)=CC=CC=1C(O)=O.ClC1C(C(F)(F)F)=CC=CC=1C(O)=O>>[CH3:15][C:2]1[C:10]([C:11]([F:14])([F:13])[F:12])=[CH:9][CH:8]=[CH:7][C:3]=1[C:4]([Cl:6])=[O:5]. Procedure: The title compound was prepared in a manner analogous to Intermediate 12 substituting 2-methyl-3-(trifluoromethyl)benzoic acid for 2-chloro-3-(trifluoromethyl)benzoic acid. Isolated yield 85.6%. Reaction conditions: time 3 hour. Reaction SMILES: C([O:8][C:9]1[CH:10]=[CH:11][C:12]2[C:16]([CH2:17][C:18]3[CH:23]=[CH:22][C:21]([CH2:24][N:25]4[CH2:29][CH2:28][CH2:27][CH2:26]4)=[C:20]([O:30][CH3:31])[CH:19]=3)=[C:15]([C:32]3[CH:37]=[CH:36][C:35]([O:38][CH2:39][CH2:40][CH2:41][C:42]([O:44][CH3:45])=[O:43])=[CH:34][CH:33]=3)[S:14][C:13]=2[CH:46]=1)C1C=CC=CC=1.C([O-])=O.[NH4+]>C1COCC1.[Pd]>[OH:8][C:9]1[CH:10]=[CH:11][C:12]2[C:16]([CH2:17][C:18]3[CH:23]=[CH:22][C:21]([CH2:24][N:25]4[CH2:29][CH2:28][CH2:27][CH2:26]4)=[C:20]([O:30][CH3:31])[CH:19]=3)=[C:15]([C:32]3[CH:33]=[CH:34][C:35]([O:38][CH2:39][CH2:40][CH2:41][C:42]([O:44][CH3:45])=[O:43])=[CH:36][CH:37]=3)[S:14][C:13]=2[CH:46]=1 |f:1.2|. Product: OC=1C=CC2=C(SC(=C2CC2=CC(=C(C=C2)CN2CCCC2)OC)C2=CC=C(C=C2)OCCCC(=O)OC)C1 (6-Hydroxy-3-[3-methoxy-4-(1-pyrrolidinylmethyl)benzyl]-2-[4-[4-methoxy-4-oxobutoxy]phenyl]benzo[b]thiophene). Procedure details: 6-Benzyloxy-3-[3-methoxy-4-(1-pyrrolidinylmethyl)benzyl]-2-[4-(4-methoxy-4-oxobutoxy)phenyl]benzo[b]thiophene (147 mg) in THF (3.0 mL) was treated sequentially with a solution of ammonium formate (25% in H2O, 2.0 mL) and 10% palladium on carbon (100 mg) at ambient temperature. The resulting mixture was stirred at ambient temperature under argon for 3 h before it was filtered through diatonaceous earth followed by rinsing with dichloromethane and methanol. The filtrate was extracted with dichloro... The solvent is C1CCOC1 (THF). The reagents and catalysts are [Pd] (palladium on carbon). The reactants are C(C1=CC=CC=C1)OC=1C=CC2=C(SC(=C2CC2=CC(=C(C=C2)CN2CCCC2)OC)C2=CC=C(C=C2)OCCCC(=O)OC)C1 (6-Benzyloxy-3-[3-methoxy-4-(1-pyrrolidinylmethyl)benzyl]-2-[4-(4-methoxy-4-oxobutoxy)phenyl]benzo[b]thiophene), C(=O)[O-].[NH4+] (ammonium formate).